Dataset: the Open Reaction Database (ORD), a public repository of structured organic reaction records. Task: describe an organic reaction: reactants, conditions, products, and yield The reactants are CCO, CCN(C(C)C)C(C)C, Cl, N#Cc1cccc(F)c1, NO. Yields the product N=C(NO)c1cccc(F)c1. RXN SMILES: [CH3:22][CH2:23][OH:24].[CH:10]([N:11]([CH:12]([CH3:13])[CH3:14])[CH2:15][CH3:16])([CH3:17])[CH3:18].[ClH:19].[F:1][c:2]1[cH:3][c:4]([C:5]#[N:6])[cH:7][cH:8][cH:9]1.[NH2:20][OH:21]>>[F:1][c:2]1[cH:3][c:4]([C:5](=[NH:6])[NH:20][OH:21])[cH:7][cH:8][cH:9]1.